This data is from the Open Reaction Database (ORD), a public repository of structured organic reaction records. The task is: describe an organic reaction: reactants, conditions, products, and yield Reactants: BrCC1N=C2N(C(NC=3C=CC=CC23)=O)C1 (2-bromomethyl-2,3-dihydroimidazo[1,2-c]-quinazolin-5(6H)-one), C1(=CC=CC=C1)N1CCNCC1 (N-phenylpiperazine). Run in C(C)#N (acetonitrile). The product is C1(=CC=CC=C1)N1CCN(CC1)CC1N=C2N(C(NC=3C=CC=CC23)=O)C1 (2-(4-phenyl-1-piperazinyl)methyl-2,3-dihydroimidazo[1,2-c]-quinazolin-5(6H)-one). Isolated yield 76.2%. RXN SMILES: Br[CH2:2][CH:3]1[CH2:16][N:6]2[C:7](=[O:15])[NH:8][C:9]3[CH:10]=[CH:11][CH:12]=[CH:13][C:14]=3[C:5]2=[N:4]1.[C:17]1([N:23]2[CH2:28][CH2:27][NH:26][CH2:25][CH2:24]2)[CH:22]=[CH:21][CH:20]=[CH:19][CH:18]=1>C(#N)C>[C:17]1([N:23]2[CH2:28][CH2:27][N:26]([CH2:2][CH:3]3[CH2:16][N:6]4[C:7](=[O:15])[NH:8][C:9]5[CH:10]=[CH:11][CH:12]=[CH:13][C:14]=5[C:5]4=[N:4]3)[CH2:25][CH2:24]2)[CH:22]=[CH:21][CH:20]=[CH:19][CH:18]=1. Reported procedure: A mixture of 2-bromomethyl-2,3-dihydroimidazo[1,2-c]-quinazolin-5(6H)-one (0.5 g, 1.78 mmol), N-phenylpiperazine (0.28 mL, 3.56 mmol) in acetonitrile (25 mL) was refluxed for 13 hours. The hot mixture was filtered and washed with acetonitrile (10 mL) to give 2-(4-phenyl-1-piperazinyl)methyl-2,3-dihydroimidazo[1,2-c]-quinazolin-5(6H)-one (490 mg, 76%). An analytical sample was prepared from a mixture of acetonitrile and methanol (1:1), mp 257°-258° C. ms: m/z 361 (M+). 1H NMR (300 MHz, DMSO-d6): ... The reactants are O=C(O)C(F)(F)F, CC(C)(C)OC(=O)CNC(=O)C1=C(O)C(C)(C)c2cc(C#Cc3ccccc3)ccc2C1=O. Product: CC1(C)C(O)=C(C(=O)NCC(=O)O)C(=O)c2ccc(C#Cc3ccccc3)cc21. Reaction SMILES: [F:34][C:35]([F:36])([F:37])[C:38]([OH:39])=[O:40].[OH:1][C:2]1=[C:11]([C:12](=[O:13])[NH:14][CH2:15][C:16](=[O:17])[O:18][C:19]([CH3:20])([CH3:21])[CH3:22])[C:10](=[O:23])[c:9]2[c:4]([cH:5][c:6]([C:24]#[C:25][c:26]3[cH:27][cH:28][cH:29][cH:30][cH:31]3)[cH:7][cH:8]2)[C:3]1([CH3:32])[CH3:33]>>[OH:1][C:2]1=[C:11]([C:12](=[O:13])[NH:14][CH2:15][C:16](=[O:17])[OH:18])[C:10](=[O:23])[c:9]2[c:4]([cH:5][c:6]([C:24]#[C:25][c:26]3[cH:27][cH:28][cH:29][cH:30][cH:31]3)[cH:7][cH:8]2)[C:3]1([CH3:32])[CH3:33].